This data is from the Open Reaction Database (ORD), a public repository of structured organic reaction records. The task is: describe an organic reaction: reactants, conditions, products, and yield Starting materials: C(C)(=O)NCCN1C(=C(C=C1C)C(=O)OCC1=CC=CC=C1)C (Benzyl 1-(2-acetylaminoethyl)-2,5-dimethylpyrrole-3-carboxylate). Run in C(C)O (ethanol), Pd on-charcoal. Yields the product C(C)(=O)NCCN1C(=C(C=C1C)C(=O)O)C (1-(2-Acetylaminoethyl)-2,5-dimethylpyrrole-3-carboxylic acid). As a reaction SMILES: [C:1]([NH:4][CH2:5][CH2:6][N:7]1[C:11]([CH3:12])=[CH:10][C:9]([C:13]([O:15]CC2C=CC=CC=2)=[O:14])=[C:8]1[CH3:23])(=[O:3])[CH3:2]>C(O)C>[C:1]([NH:4][CH2:5][CH2:6][N:7]1[C:11]([CH3:12])=[CH:10][C:9]([C:13]([OH:15])=[O:14])=[C:8]1[CH3:23])(=[O:3])[CH3:2]. Reported procedure: 2.4 g (7.6 mmol) of benzyl 1-(2-acetylaminoethyl)-2,5-dimethylpyrrole-3-carboxylate from Example 3 are dissolved in 200 ml of ethanol and hydrogenated in the presence of 0.5 g of 10% strength Pd-on-charcoal at room temperature. After the mixture has been concentrated, the resulting solid is stirred with methylene chloride and filtered off with suction. The reactants are O (Water), ClC1=NC=C(C(=N1)C(F)(F)F)C(=O)Cl (2-chloro-4-trifluoromethyl-pyrimidine-5-carbonyl chloride), Cl.C1(CCC1)CN (C-cyclobutylmethylamine hydrochloride), C(C)(C)N(C(C)C)CC (N,N-diisopropylethylamine). Solvent: ClCCl (dichloromethane). Run at temperature -30 celsius, time 1 hour. Yields the product C1(CCC1)CNC(=O)C=1C(=NC(=NC1)Cl)C(F)(F)F (2-Chloro-4-trifluoromethyl-pyrimidine-5-carboxylic acid cyclobutylmethyl-amide). Isolated yield 61.2%. Reaction SMILES: [Cl:1][C:2]1[N:7]=[C:6]([C:8]([F:11])([F:10])[F:9])[C:5]([C:12](Cl)=[O:13])=[CH:4][N:3]=1.Cl.[CH:16]1([CH2:20][NH2:21])[CH2:19][CH2:18][CH2:17]1.C(N(CC)C(C)C)(C)C.O>ClCCl>[CH:16]1([CH2:20][NH:21][C:12]([C:5]2[C:6]([C:8]([F:11])([F:10])[F:9])=[N:7][C:2]([Cl:1])=[N:3][CH:4]=2)=[O:13])[CH2:19][CH2:18][CH2:17]1 |f:1.2|. Procedure: A mixture of 2-chloro-4-trifluoromethyl-pyrimidine-5-carbonyl chloride (613 mg) (Maybridge) and C-cyclobutylmethylamine hydrochloride (304 mg) in dry dichloromethane (10 ml) was cooled to −30° C. and N,N-diisopropylethylamine (958 ul) was added dropwise. The mixture was stirred at room temp for 1 hour. Water (10 ml) was added, the layers separated and the organic layer was washed sequentially with 10 ml portions of water, dilute hydrochloric acid, water, dilute sodium bicarbonate solution and wa...